Dataset: the Open Reaction Database (ORD), a public repository of structured organic reaction records. Task: describe an organic reaction: reactants, conditions, products, and yield Reactants: FC1=CC2=C(C(=NO2)C2CCNCC2)C=C1 (6-fluoro-3-(4-piperidinyl)-1,2-benzisoxazole), CN(C(C1=CC(=C(C=C1)OCCCBr)OC)=O)C (N,N-dimethyl-4-bromopropoxy-3-methoxybenzamide), C(=O)([O-])[O-].[K+].[K+] (K2CO3). Run in C(C)#N (acetonitrile). Yields the product CN(C(C1=CC(=C(C=C1)OCCCN1CCC(CC1)C1=NOC2=C1C=CC(=C2)F)OC)=O)C (N,N-dimethyl-4-[3-[4-(6-fluoro-1,2-benzisoxazol-3-yl)-1-piperidinyl]propoxy]-3methoxybenzamide). RXN SMILES: [F:1][C:2]1[CH:16]=[CH:15][C:5]2[C:6]([CH:9]3[CH2:14][CH2:13][NH:12][CH2:11][CH2:10]3)=[N:7][O:8][C:4]=2[CH:3]=1.[CH3:17][N:18]([CH3:34])[C:19](=[O:33])[C:20]1[CH:25]=[CH:24][C:23]([O:26][CH2:27][CH2:28][CH2:29]Br)=[C:22]([O:31][CH3:32])[CH:21]=1.C([O-])([O-])=O.[K+].[K+]>C(#N)C>[CH3:34][N:18]([CH3:17])[C:19](=[O:33])[C:20]1[CH:25]=[CH:24][C:23]([O:26][CH2:27][CH2:28][CH2:29][N:12]2[CH2:11][CH2:10][CH:9]([C:6]3[C:5]4[CH:15]=[CH:16][C:2]([F:1])=[CH:3][C:4]=4[O:8][N:7]=3)[CH2:14][CH2:13]2)=[C:22]([O:31][CH3:32])[CH:21]=1 |f:2.3.4|. Procedure: A stirred mixture of 6-fluoro-3-(4-piperidinyl)-1,2-benzisoxazole (3.9 g, 17.7 mmol), N,N-dimethyl-4-bromopropoxy-3-methoxybenzamide (5.54 g, 17.5 mmol) and K2CO3 (3 g) in acetonitrile (250 ml) was heated at reflux for one hour. At the end of the reaction, the insolubles were filtered and washed with dichloromethane. The solvent was removed on a rotary evaporator. The residue was purified by flash chromatography over a silica gel column. The product thus obtained as an oil weighed 7 g. Crystalli... Starting materials: FC([C@]1(C(CCC(N1)=O)(F)F)C1=C(C=CC(=C1)[N+](=O)[O-])F)F ((S)-6-(difluoromethyl)-5,5-difluoro-6-(2-fluoro-5-nitrophenyl)piperidin-2-one), COC=1C=CC(=CC1)P2(=S)SP(=S)(S2)C=3C=CC(=CC3)OC (Lawesson's reagent). The solvent is C1(=CC=CC=C1)C (toluene). Run at temperature 100 celsius, time 2 hour. Product: FC([C@]1(C(CCC(N1)=S)(F)F)C1=C(C=CC(=C1)[N+](=O)[O-])F)F ((S)-6-(difluoromethyl)-5,5-difluoro-6-(2-fluoro-5-nitrophenyl)piperidine-2-thione). Yield: 172.9%. Reaction SMILES: [F:1][CH:2]([F:22])[C@:3]1([C:12]2[CH:17]=[C:16]([N+:18]([O-:20])=[O:19])[CH:15]=[CH:14][C:13]=2[F:21])[NH:8][C:7](=O)[CH2:6][CH2:5][C:4]1([F:11])[F:10].COC1C=CC(P2(SP(C3C=CC(OC)=CC=3)(=S)S2)=[S:32])=CC=1>C1(C)C=CC=CC=1>[F:1][CH:2]([F:22])[C@:3]1([C:12]2[CH:17]=[C:16]([N+:18]([O-:20])=[O:19])[CH:15]=[CH:14][C:13]=2[F:21])[NH:8][C:7](=[S:32])[CH2:6][CH2:5][C:4]1([F:11])[F:10]. Reported procedure: To a solution of (S)-6-(difluoromethyl)-5,5-difluoro-6-(2-fluoro-5-nitrophenyl)piperidin-2-one (1.00 g, 3.08 mmol) in toluene (5 mL) was added Lawesson's reagent (2,4-bis(4-methoxyphenyl)-1,3,2,4-dithia-diphosphetane-2,4-disulfide) (686 mg, 1.70 mmol). The mixture was stirred at 100° C. for 2 hours. TLC analysis showed no starting material remained. The mixture was concentrated and the crude product was purified by flash chromatography on silica gel (petroleum ether:ethyl acetate=5:1) to give (S... Starting materials: C(C)(C)(C)OC(=O)N1[C@H](C=O)C[C@H](C1)O[Si](C)(C)C(C)(C)C ((2S,4R)-N-t-butoxycarbonyl-4-(t-butyldimethylsiloxy)prolinal), OCC1=CC=C(C2=CC=CC=C12)Br (4-hydroxymethyl-1-bromonaphthalene). Product: C(C)(C)(C)OC(=O)N1[C@@H](C[C@H](C1)O[Si](C)(C)C(C)(C)C)C(C1=CC=C(C2=CC=CC=C12)CO)O ((2S,4R)-N-t-Butoxycarbonyl-4-t-butyldimethylsiloxy-2-[hydroxy(4-hydroxymethyl-1-naphthyl)methyl]pyrrolidine). The yield is 43.8%. Reaction SMILES: [C:1]([O:5][C:6]([N:8]1[CH2:14][C@H:13]([O:15][Si:16]([C:19]([CH3:22])([CH3:21])[CH3:20])([CH3:18])[CH3:17])[CH2:12][C@H:9]1[CH:10]=[O:11])=[O:7])([CH3:4])([CH3:3])[CH3:2].[OH:23][CH2:24][C:25]1[C:34]2[C:29](=[CH:30][CH:31]=[CH:32][CH:33]=2)[C:28](Br)=[CH:27][CH:26]=1>>[C:1]([O:5][C:6]([N:8]1[CH2:14][C@H:13]([O:15][Si:16]([C:19]([CH3:22])([CH3:21])[CH3:20])([CH3:17])[CH3:18])[CH2:12][C@H:9]1[CH:10]([OH:11])[C:28]1[C:29]2[C:34](=[CH:33][CH:32]=[CH:31][CH:30]=2)[C:25]([CH2:24][OH:23])=[CH:26][CH:27]=1)=[O:7])([CH3:4])([CH3:3])[CH3:2]. Procedure: (2S,4R)-N-t-Butoxycarbonyl-4-t-butyldimethylsiloxy-2-[hydroxy(4-hydroxymethyl-1-naphthyl)methyl]pyrrolidine (2.71 g, yield: 44.0%) was prepared as a colorless oily substance from (2S,4R)-N-t-butoxycarbonyl-4-(t-butyldimethylsiloxy)prolinal (4.17 g, 12.7 mmol), 4-hydroxymethyl-1-bromonaphthalene (3 g, 12.7 mmol) and 1.6M n-butyl lithium-hexane solution (20.6 ml, 39.9 mmol), in the same manner as in Reference Example 111-1. Reactants: O=C([O-])[O-], CN1CCNCC1, CC#N, O=C(CCl)Nc1ccc(Oc2ccc3c(c2)CCC(c2ccccc2)O3)nc1, [K+], [K+], O. Yields the product CN1CCN(CC(=O)Nc2ccc(Oc3ccc4c(c3)CCC(c3ccccc3)O4)nc2)CC1. RXN SMILES: [C:29](=[O:30])([O-:31])[O-:32].[CH3:35][N:36]1[CH2:37][CH2:38][NH:39][CH2:40][CH2:41]1.[CH3:43][C:44]#[N:45].[Cl:1][CH2:2][C:3](=[O:4])[NH:5][c:6]1[cH:7][n:8][c:9]([O:12][c:13]2[cH:14][c:15]3[c:20]([cH:21][cH:22]2)[O:19][CH:18]([c:23]2[cH:24][cH:25][cH:26][cH:27][cH:28]2)[CH2:17][CH2:16]3)[cH:10][cH:11]1.[K+:33].[K+:34].[OH2:42]>>[CH2:2]([C:3](=[O:4])[NH:5][c:6]1[cH:7][n:8][c:9]([O:12][c:13]2[cH:14][c:15]3[c:20]([cH:21][cH:22]2)[O:19][CH:18]([c:23]2[cH:24][cH:25][cH:26][cH:27][cH:28]2)[CH2:17][CH2:16]3)[cH:10][cH:11]1)[N:39]1[CH2:38][CH2:37][N:36]([CH3:35])[CH2:41][CH2:40]1. Starting materials: Cc1ccccc1, O=C(O)CCCCC(=O)c1ccc(Cl)cc1, O=S(Cl)Cl. The product is O=C(Cl)CCCCC(=O)c1ccc(Cl)cc1. Reaction SMILES: [CH3:21][c:22]1[cH:23][cH:24][cH:25][cH:26][cH:27]1.[Cl:1][c:2]1[cH:3][cH:4][c:5]([C:6](=[O:7])[CH2:8][CH2:9][CH2:10][CH2:11][C:12](=[O:13])[OH:14])[cH:15][cH:16]1.[S:17]([Cl:18])([Cl:19])=[O:20]>>[Cl:1][c:2]1[cH:3][cH:4][c:5]([C:6](=[O:7])[CH2:8][CH2:9][CH2:10][CH2:11][C:12](=[O:13])[Cl:19])[cH:15][cH:16]1. The reactants are C(C)(C)(C)OC(=O)N[C@H](CN1CCC2=CC(=C(C=C12)I)F)C ((S)-1-[2-(tert-butoxycarbonylamino)propyl)-5-fluoro-6-iodoindoline), C1(=CC=CC=C1)P(C1=CC=CC=C1)C1=CC=CC=C1 (Triphenylphosphine), [F-].[K+] (potassium fluoride), C[Sn](C)(C)C (tetramethyltin). Reagents/catalysts: C(C)(=O)[O-].[Pd+2].C(C)(=O)[O-] (palladium(II) acetate). Run in O1CCCC1 (tetrahydrofuran), O1CCCC1 (tetrahydrofuran). Reaction conditions: time 5 minute. Yields the product C(C)(C)(C)OC(=O)N[C@H](CN1CCC2=CC(=C(C=C12)C)F)C ((S)-1-[2-(tert-Butoxycarbonylamino)propyl]-5-fluoro-6-methylindoline). The yield is 275.6%. RXN SMILES: [C:1]1(P(C2C=CC=CC=2)C2C=CC=CC=2)C=CC=CC=1.[C:20]([O:24][C:25]([NH:27][C@@H:28]([CH3:41])[CH2:29][N:30]1[C:38]2[C:33](=[CH:34][C:35]([F:40])=[C:36](I)[CH:37]=2)[CH2:32][CH2:31]1)=[O:26])([CH3:23])([CH3:22])[CH3:21].C[Sn](C)(C)C.[F-].[K+]>O1CCCC1.C([O-])(=O)C.[Pd+2].C([O-])(=O)C>[C:20]([O:24][C:25]([NH:27][C@@H:28]([CH3:41])[CH2:29][N:30]1[C:38]2[C:33](=[CH:34][C:35]([F:40])=[C:36]([CH3:1])[CH:37]=2)[CH2:32][CH2:31]1)=[O:26])([CH3:23])([CH3:22])[CH3:21] |f:3.4,6.7.8|. Reported procedure: Triphenylphosphine (66 mg, 0.2 mmol) was added in one portion to a stirred solution of palladium(II) acetate (18 mg, 0.06 mmol) in tetrahydrofuran (2.5 mL) under Ar. The mixture was stirred for 5 min then a solution of (S)-1-[2-(tert-butoxycarbonylamino)propyl)-5-fluoro-6-iodoindoline (0.45 g, 1.1 mmol) in tetrahydrofuran (7.5 mL) was added in one portion. The mixture was stirred for 10 min then tetramethyltin (2.0 g, 11 mmol) was added in one portion. The mixture was heated to reflux and stirre...